This data is from the Open Reaction Database (ORD), a public repository of structured organic reaction records. The task is: describe an organic reaction: reactants, conditions, products, and yield Reactants: C1(=CC=CC=C1)COCCCOC=1C=C(C=O)C=CC1 (3-({3-[(phenylmethyl)oxy]propyl}oxy)benzaldehyde), C(C)(C)N(CC)C(C)C (diisopropylethylamine), C[C@@]12[C@@H](C[C@@H](CC1)C2(C)C)NCCN[C@H]2[C@@]1(CC[C@H](C2)C1(C)C)C (N1,N2-bis[(1R,2R,4R)-1,7,7-trimethylbicyclo[2.2.1]hept-2-yl]-1,2-ethanediamine), [N+](=O)([O-])C (nitromethane), Cl (HCl). The reagents and catalysts are O.C(C)(=O)[O-].[Cu+2].C(C)(=O)[O-] (Copper (II) acetate monohydrate). The solvent is C(C)O (ethanol), C(C)O (ethanol), COC(C)(C)C (t-butyl methyl ether). Reaction conditions: temperature 55 celsius, time 5 minute. Yields the product [N+](=O)([O-])C[C@@H](O)C1=CC(=CC=C1)OCCCOCC1=CC=CC=C1 ((1S)-2-Nitro-1-[3-({3-[(phenylmethyl)oxy]propyl}oxy)phenyl]ethanol). Reaction SMILES: C[C@]12C(C)(C)[C@H](CC1)C[C@H]2NCCN[C@@H]1C[C@@H]2C(C)(C)[C@@]1(C)CC2.[C:25]1([CH2:31][O:32][CH2:33][CH2:34][CH2:35][O:36][C:37]2[CH:38]=[C:39]([CH:42]=[CH:43][CH:44]=2)[CH:40]=[O:41])[CH:30]=[CH:29][CH:28]=[CH:27][CH:26]=1.[N+:45]([CH3:48])([O-:47])=[O:46].C(N(C(C)C)CC)(C)C.Cl>O.C([O-])(=O)C.[Cu+2].C([O-])(=O)C.COC(C)(C)C.C(O)C>[N+:45]([CH2:48][C@H:40]([C:39]1[CH:42]=[CH:43][CH:44]=[C:37]([O:36][CH2:35][CH2:34][CH2:33][O:32][CH2:31][C:25]2[CH:26]=[CH:27][CH:28]=[CH:29][CH:30]=2)[CH:38]=1)[OH:41])([O-:47])=[O:46] |f:5.6.7.8|. Procedure details: Copper (II) acetate monohydrate (3.70 g, 0.05 eq) and bis-camphorethylenediamine (N1,N2-bis[(1R,2R,4R)-1,7,7-trimethylbicyclo[2.2.1]hept-2-yl]-1,2-ethanediamine) (7.38 g, 0.06 eq) were charged to a reactor, followed by ethanol (200 mL, 2 vol). The contents were heated to 50-60° C. for ˜1 h or until all solids dissolved, then cooled to room temperature and stirred, at which time a solution of 3-({3-[(phenylmethyl)oxy]propyl}oxy)benzaldehyde in ethanol (100 g, 1 eq in 50 mL, 0.5 vol) was charged. ... The reactants are C1(=CC=CC2=CC=CC=C12)C[C@H](N)C(=O)O.N[C@@H](C(C)C)C(=O)OCC=C.FC(F)(F)C(=O)O (3-(1-naphtyl)-L-alanine Val-OAllyl TFA), C(C)(C)N(C(C)C)CC (N,N-diisopropyl ethyl amine), C=1C=CC2=C(C1)N=NN2O (HOBT), Z-Asp(β-tert-butyl)-OH, C(CCl)Cl (EDC), crude compound. Solvent: CN(C)C=O (DMF), CN(C)C=O (DMF), CN(C)C=O (DMF). Conditions: time 5 minute. The product is N([C@@H](CC(OC(C)(C)C)=O)C(=O)O)C(=O)OCC1=CC=CC=C1.C1(=CC=CC2=CC=CC=C12)C[C@H](N)C(=O)O.N[C@@H](C(C)C)C(=O)OCC=C (Cbz-Asp(O-tBu) 3-(1-naphtyl)-L-alanine Val-OAllyl). RXN SMILES: [C:1]1([CH2:11][C@@H:12]([C:14]([OH:16])=[O:15])[NH2:13])[C:10]2[C:5](=[CH:6][CH:7]=[CH:8][CH:9]=2)[CH:4]=[CH:3][CH:2]=1.[NH2:17][C@H:18]([C:22]([O:24][CH2:25][CH:26]=[CH2:27])=[O:23])[CH:19]([CH3:21])[CH3:20].F[C:29]([C:32]([OH:34])=[O:33])(F)F.C(N(CC)[CH:39]([CH3:41])[CH3:40])(C)C.C1C=[CH:46][C:47]2N(O)N=N[C:48]=2[CH:49]=1.[CH2:54](Cl)CCl>CN(C=O)C>[NH:13]([C:22]([O:24][CH2:25][C:26]1[CH:27]=[CH:46][CH:47]=[CH:48][CH:49]=1)=[O:23])[C@H:12]([C:14]([OH:16])=[O:15])[CH2:29][C:32](=[O:33])[O:34][C:39]([CH3:41])([CH3:54])[CH3:40].[C:1]1([CH2:11][C@@H:12]([C:14]([OH:16])=[O:15])[NH2:13])[C:10]2[C:5](=[CH:6][CH:7]=[CH:8][CH:9]=2)[CH:4]=[CH:3][CH:2]=1.[NH2:17][C@H:18]([C:22]([O:24][CH2:25][CH:26]=[CH2:27])=[O:23])[CH:19]([CH3:21])[CH3:20] |f:0.1.2,7.8.9|. Procedure details: A solution of 3-(1-naphtyl)-L-alanine-Val-OAllyl TFA salt (1.515 g, 1 eq) in DMF (4.6 ml) was added N,N-diisopropyl ethyl amine (0.56 ml, 1 eq) and the mixture was stirred for 5 min, then added to a solution of Z-Asp(β-tert-butyl)-OH (1.045 g, 3.23 mmol) in 3 ml of DMF. The mixture was shilled at 0° C. HOBT anhydrous (0.437 g, 1 eq) was added followed with EDC (0.682 g; 1.1 eq) in DMF (2.3 ml, as a suspension), The vial of EDC was washed with DMF (2*1.6 ml) and was added to the solution. The mix... Reactants: CC1=NN=C(O1)N (5-methyl[1,3,4]oxadiazol-2-ylamine), C1=CC=CC=2OC3=CC=CC=C3C(C12)C(=O)Cl (9-xanthene-carboxylic acid chloride). Product: CC1=NN=C(O1)NC(=O)C1C2=CC=CC=C2OC=2C=CC=CC12 (9H-Xanthene-9-carboxylic acid (5-methyl-[1,3,4]oxadiazol-2-yl)-amide). Reaction SMILES: [CH3:1][C:2]1[O:6][C:5]([NH2:7])=[N:4][N:3]=1.[CH:8]1[C:21]2[CH:20]([C:22](Cl)=[O:23])[C:19]3[C:14](=[CH:15][CH:16]=[CH:17][CH:18]=3)[O:13][C:12]=2[CH:11]=[CH:10][CH:9]=1>>[CH3:1][C:2]1[O:6][C:5]([NH:7][C:22]([CH:20]2[C:21]3[CH:8]=[CH:9][CH:10]=[CH:11][C:12]=3[O:13][C:14]3[C:19]2=[CH:18][CH:17]=[CH:16][CH:15]=3)=[O:23])=[N:4][N:3]=1. Procedure details: The title compound, white solid, m.p. 261-263° C. and MS: m/e=307.1 (M+) was prepared in accordance with the general method of example 44a from 5-methyl[1,3,4]oxadiazol-2-ylamine and 9-xanthene-carboxylic acid chloride. The 5-methyl[1,3,4]oxadiazol-2-ylamine, white solid, MS: m/e=99 (M+) used in the above reaction was prepared in accordance with the general method of example 48b from acetic acid hydrazide and cyanogen bromide.